From a dataset of the Open Reaction Database (ORD), a public repository of structured organic reaction records. describe an organic reaction: reactants, conditions, products, and yield Starting materials: CC(C)c1noc(N2CCC(COS(C)(=O)=O)CC2)n1, CS(=O)(=O)c1ccc(-c2cnc(O)cn2)c(F)c1, [K+], [K+], O=C([O-])[O-], CN(C)C=O. The product is CC(C)c1noc(N2CCC(COc3cnc(-c4ccc(S(C)(=O)=O)cc4F)cn3)CC2)n1. As a reaction SMILES: [CH3:19][S:20]([O:21][CH2:24][CH:25]1[CH2:26][CH2:27][N:28]([c:31]2[n:32][c:33]([CH:36]([CH3:37])[CH3:38])[n:34][o:35]2)[CH2:29][CH2:30]1)(=[O:22])=[O:23].[F:1][c:2]1[c:3](-[c:12]2[n:13][cH:14][c:15]([OH:18])[n:16][cH:17]2)[cH:4][cH:5][c:6]([S:8](=[O:9])(=[O:10])[CH3:11])[cH:7]1.[K+:39].[K+:40].[O-:41][C:42]([O-:43])=[O:44].[O:45]=[CH:46][N:47]([CH3:48])[CH3:49]>>[F:1][c:2]1[c:3](-[c:12]2[n:13][cH:14][c:15]([O:18][CH2:24][CH:25]3[CH2:26][CH2:27][N:28]([c:31]4[n:32][c:33]([CH:36]([CH3:37])[CH3:38])[n:34][o:35]4)[CH2:29][CH2:30]3)[n:16][cH:17]2)[cH:4][cH:5][c:6]([S:8](=[O:9])(=[O:10])[CH3:11])[cH:7]1. Reactants: C(C)OC(=O)N1[C@@H](CN(CC1)C(=O)OC(C)(C)C)C ((R)-2-Methyl-piperazine-1,4-dicarboxylic acid 4-tert-butyl ester 1-ethyl ester), C(=O)(C(F)(F)F)O (TFA). Run in ClCCl (dichloromethane). Reaction conditions: time 12 hour. Yields the product C(C)OC(=O)N1[C@@H](CNCC1)C ((R)-2-Methyl-piperazine-1-carboxylic acid ethyl ester). RXN SMILES: [CH2:1]([O:3][C:4]([N:6]1[CH2:11][CH2:10][N:9](C(OC(C)(C)C)=O)[CH2:8][C@H:7]1[CH3:19])=[O:5])[CH3:2].C(O)(C(F)(F)F)=O>ClCCl>[CH2:1]([O:3][C:4]([N:6]1[CH2:11][CH2:10][NH:9][CH2:8][C@H:7]1[CH3:19])=[O:5])[CH3:2]. Procedure details: A solution of 2.05 g (R)-2-Methyl-piperazine-1,4-dicarboxylic acid 4-tert-butyl ester 1-ethyl ester in 15 ml dichloromethane was treated with 11.2 ml TFA and the resulting solution stirred for 12 h. The solvents were removed in vacuum and the crude hydrotrifluoroacetate transformed to the free amine by treatment with (Polystyrylmethyl)trimethylammonium bicarbonate in MeCN. Yield: 1.45 g.